describe an organic reaction: reactants, conditions, products, and yield From a dataset of the Open Reaction Database (ORD), a public repository of structured organic reaction records. RXN SMILES: [Cl:1][C:2]1[C:3]([O:21][CH:22]([CH3:24])[CH3:23])=[CH:4][C:5](NC(=O)OC(C)(C)C)=[C:6]2[C:11]=1[C:10](=[O:12])[NH:9][CH2:8][CH2:7]2.[BrH:25].N([O-])=O.[Na+].C([O-])(O)=O.[Na+]>C1COCC1>[Br:25][C:5]1[CH:4]=[C:3]([O:21][CH:22]([CH3:24])[CH3:23])[C:2]([Cl:1])=[C:11]2[C:6]=1[CH2:7][CH2:8][NH:9][C:10]2=[O:12] |f:2.3,4.5|. The product is BrC1=C2CCNC(C2=C(C(=C1)OC(C)C)Cl)=O (5-bromo-8-chloro-7-(propan-2-yloxy)-3,4-dihydroisoquinolin-1(2H)-one). Reported procedure: To a solution of tert-butyl [8-chloro-1-oxo-7-(propan-2-yloxy)-1,2,3,4-tetrahydroisoquinolin-5-yl]carbamate (77c, 500 mg, 0.282 mmol) in THF (20 mL) was added HBr (10.0 mL, 88.4 mmol, 48% aqueous solution). The resulting mixture was stirred at room temperature for 3 hours. The reaction mixture was cooled to 0° C., CuBr (303 mg, 2.11 mmol) was added, followed by addition of NaNO2 (1.07 mL, 1.55 mmol, 100 mg/mL solution). The resulting reaction mixture was stirred at 0° C. for 1.5 hours. The react... Conditions: time 3 hour. Isolated yield 209.3%. Starting materials: N(=O)[O-].[Na+] (NaNO2), C(=O)(O)[O-].[Na+] (NaHCO3), ClC=1C(=CC(=C2CCNC(C12)=O)NC(OC(C)(C)C)=O)OC(C)C (tert-butyl [8-chloro-1-oxo-7-(propan-2-yloxy)-1,2,3,4-tetrahydroisoquinolin-5-yl]carbamate), Br (HBr), CuBr. Run in C1CCOC1 (THF). The reactants are FC1=CC=C(C=C1)CC(=O)O ((4-fluorophenyl)acetic acid), CN[C@H]1CCC=2N(C3=CC=CC=C3C2CC(=O)OC)C1 (methyl [(7S)-7-(methylamino)-6,7,8,9-tetrahydropyrido[1,2-a]indol-10-yl]acetate). The product is FC1=CC=C(C=C1)CC(=O)N([C@H]1CCC=2N(C3=CC=CC=C3C2CC(=O)O)C1)C ([(7S)-7-{[(4-fluorophenyl)acetyl](methyl)amino}-6,7,8,9-tetrahydropyrido[1,2-a]indol-10-yl]acetic acid). As a reaction SMILES: [F:1][C:2]1[CH:7]=[CH:6][C:5]([CH2:8][C:9]([OH:11])=O)=[CH:4][CH:3]=1.[CH3:12][NH:13][C@@H:14]1[CH2:31][N:18]2[C:19]3[C:24]([C:25]([CH2:26][C:27]([O:29]C)=[O:28])=[C:17]2[CH2:16][CH2:15]1)=[CH:23][CH:22]=[CH:21][CH:20]=3>>[F:1][C:2]1[CH:3]=[CH:4][C:5]([CH2:8][C:9]([N:13]([CH3:12])[C@@H:14]2[CH2:31][N:18]3[C:19]4[C:24]([C:25]([CH2:26][C:27]([OH:29])=[O:28])=[C:17]3[CH2:16][CH2:15]2)=[CH:23][CH:22]=[CH:21][CH:20]=4)=[O:11])=[CH:6][CH:7]=1. Procedure details: The title compound was prepared using analogous procedures described in Example 1 (Method A) from (4-fluorophenyl)acetic acid and methyl [(7S)-7-(methylamino)-6,7,8,9-tetrahydropyrido[1,2-a]indol-10-yl]acetate. MS (+ESI) m/z: 395. The reactants are C1(=CC=CC=2C(=CC=CC12)N)N (1,5-Naphthalenediamine), C(C1=CC=CC=C1)N=C=S (benzylisothiocyanate). Solvent: C(C)(=O)OCC (ethyl acetate). Reaction conditions: temperature 80 celsius, time 30 minute. The product is C(C1=CC=CC=C1)NC(=S)NC1=CC=CC2=C(C=CC=C12)NC(NCC1=CC=CC=C1)=S (1,5-di(benzylthiocarbamoylamino)naphthalene). Isolated yield 30.7%. Reaction SMILES: [C:1]1([NH2:12])[C:10]2[CH:9]=[CH:8][CH:7]=[C:6]([NH2:11])[C:5]=2[CH:4]=[CH:3][CH:2]=1.[CH2:13]([N:20]=[C:21]=[S:22])[C:14]1[CH:19]=[CH:18][CH:17]=[CH:16][CH:15]=1>C(OCC)(=O)C>[CH2:13]([NH:20][C:21]([NH:12][C:1]1[C:10]2[C:5](=[C:6]([NH:11][C:21](=[S:22])[NH:20][CH2:13][C:14]3[CH:19]=[CH:18][CH:17]=[CH:16][CH:15]=3)[CH:7]=[CH:8][CH:9]=2)[CH:4]=[CH:3][CH:2]=1)=[S:22])[C:14]1[CH:19]=[CH:18][CH:17]=[CH:16][CH:15]=1. Procedure details: 1,5-Naphthalenediamine (0.791 g, 5 mM) was dissolved in 20 ml of ethyl acetate, and 2 equivalents of benzylisothiocyanate (1.492 g, 10 mM) were added. The mixture was stirred at 80° C. for 30 minutes. After cooling, the reaction mixture was filtered, and washed with ethylacetate/n-hexane to obtain 0.70 g (30.7% yield) of a colorless crystal of compound A-29. Starting materials: FC1=CC=C2C=CNC2=C1 (6-fluoroindole), [H-].[Na+] (sodium hydride), IC (iodomethane). The solvent is CN(C=O)C (dimethylformamide). Conditions: time 15 hour. The product is FC1=CC=C2C=CN(C2=C1)C (6-Fluoro-1-methylindole). Isolated yield 47.6%. Reaction SMILES: [F:1][C:2]1[CH:10]=[C:9]2[C:5]([CH:6]=[CH:7][NH:8]2)=[CH:4][CH:3]=1.[H-].[Na+].I[CH3:14]>CN(C)C=O>[F:1][C:2]1[CH:10]=[C:9]2[C:5]([CH:6]=[CH:7][N:8]2[CH3:14])=[CH:4][CH:3]=1 |f:1.2|. Procedure details: In an oven dried, nitrogen purged, 3 neck, 50 mL round bottom flask, 1.00 g (7.40 mmol) of 6-fluoroindole in 10 mL of dry dimethylformamide is reacted with 0.335 g (8.88 mmol) of 60% sodium hydride dispersed in mineral oil at room temperature for 4 h. 0.553 mL (8.88 mmol) of iodomethane is added and the reaction is allowed to stir at room temperature 15 h. The reaction is quenched with 50 mL of water, extracted 3×50 mL of ethyl acetate, dried (MgSO4), and concentrated. The crude product is purif... The reactants are O1C2=C(NC(C1)=O)N=CC=C2 (2H-pyrido[3,2-b]-1,4-oxazin-3(4H)-one), BrBr (Br2). Run in CC(=O)O (HOAc). Reaction conditions: time 48 hour. Yields the product BrN1C=CC=C2OCC(NC21)=O (5-bromo-2H-pyrido[3,2-b]-1,4oxazin-3(4H)-one). The yield is 71.4%. Reaction SMILES: [O:1]1[CH2:6][C:5](=[O:7])[NH:4][C:3]2[N:8]=[CH:9][CH:10]=[CH:11][C:2]1=2.[Br:12]Br>CC(O)=O>[Br:12][N:8]1[CH:3]2[C:2]([O:1][CH2:6][C:5](=[O:7])[NH:4]2)=[CH:11][CH:10]=[CH:9]1. Procedure: To a solution of 2H-pyrido[3,2-b]-1,4-oxazin-3(4H)-one (5.00 g, 33.3 mmole) in HOAc (100 mL) was added Br2 (2.6 mL, 50.0 mmole). After stirring for 48 hours at RT, the reaction solution was concentrated to an orange solid, which was suspended in 1 N NaOH (50 mL) and extracted with EtOAc (2×100 mL). The combined organic layers were washed with brine and dried over Na2SO4. Flash chromatography on silica gel (9:1 CHCl3/MeOH containing 5% NH4OH) and drying under high vacuum gave the title compound (...